Dataset: the Open Reaction Database (ORD), a public repository of structured organic reaction records. Task: describe an organic reaction: reactants, conditions, products, and yield Starting materials: NC1=NC=C(C(=C1N)N[C@H]1[C@H]([C@@H]2C=C[C@H]1C2)C(=O)N)Br ((1S,2S,3R,4R)-3-(2,3-Diamino-5-bromo-pyridin-4-ylamino)-bicyclo[2.2.1]hept-5-ene-2-carboxylic acid amide), N1(CCOCC1)C1=NC=CC(=C1)C=O (2-Morpholin-4-yl-pyridine-4-carbaldehyde), C(C)(=O)[O-].[NH4+] (Ammonium acetate). Product: BrC=1C(=C2C(=NC1)NC(=N2)C2=CC(=NC=C2)N2CCOCC2)N[C@H]2[C@H]([C@@H]1C=C[C@H]2C1)C(=O)N ((1S,2S,3R,4R)-3-[6-Bromo-2-(2-morpholin-4-yl-pyridin-4-yl)-3H-imidazo[4,5-b]pyridin-7-ylamino]-bicyclo[2.2.1]hept-5-ene-2-carboxylic acid amide). Yield: 86.5%. As a reaction SMILES: [NH2:1][C:2]1[C:7]([NH2:8])=[C:6]([NH:9][C@@H:10]2[C@@H:15]3[CH2:16][C@@H:12]([CH:13]=[CH:14]3)[C@@H:11]2[C:17]([NH2:19])=[O:18])[C:5]([Br:20])=[CH:4][N:3]=1.[N:21]1([C:27]2[CH:32]=[C:31]([CH:33]=O)[CH:30]=[CH:29][N:28]=2)[CH2:26][CH2:25][O:24][CH2:23][CH2:22]1.C([O-])(=O)C.[NH4+]>>[Br:20][C:5]1[C:6]([NH:9][C@@H:10]2[C@@H:15]3[CH2:16][C@@H:12]([CH:13]=[CH:14]3)[C@@H:11]2[C:17]([NH2:19])=[O:18])=[C:7]2[N:8]=[C:33]([C:31]3[CH:30]=[CH:29][N:28]=[C:27]([N:21]4[CH2:26][CH2:25][O:24][CH2:23][CH2:22]4)[CH:32]=3)[NH:1][C:2]2=[N:3][CH:4]=1 |f:2.3|. Procedure details: In a similar fashion to Compound CXXV, (1S,2S,3R,4R)-3-(2,3-Diamino-5-bromo-pyridin-4-ylamino)-bicyclo[2.2.1]hept-5-ene-2-carboxylic acid amide (57.57 mg, 0.1702 mmol), 2-Morpholin-4-yl-pyridine-4-carbaldehyde (36.0 mg, 0.187 mmol), and Ammonium acetate (26.2 mg, 0.340 mmol) were reacted to produce 75.1 mg (86%) of the title compound. (300 MHz, DMSO-d6) 13.47 (s, 1H), 8.28 (d, J=5 Hz, 1H), 8.08 (s, 1H), 7.76 (s, 1H), 7.52 s, 1H), 7.36 (d, J=5 Hz, 1H), 7.33 (d, J=8 Hz, 1H), 7.24 (s, 1H), 6.39 (s,... The reactants are CCOC(C)=O, CN(C)C=O, CO, Nc1nc2ccc(O)cc2[n+]([O-])n1. Product: Nc1nnc2cc(O)ccc2n1. RXN SMILES: [CH3:14][CH2:15][O:16][C:17](=[O:18])[CH3:19].[CH3:20][N:21]([CH3:22])[CH:23]=[O:24].[CH3:25][OH:26].[NH2:1][c:2]1[n:3][n+:4]([O-:13])[c:5]2[c:6]([n:7]1)[cH:8][cH:9][c:10]([OH:12])[cH:11]2>>[NH2:1][c:2]1[n:3][n:4][c:5]2[c:6]([n:7]1)[cH:8][cH:9][c:10]([OH:12])[cH:11]2.